Dataset: the Open Reaction Database (ORD), a public repository of structured organic reaction records. Task: describe an organic reaction: reactants, conditions, products, and yield Starting materials: CC=1SC=CC1 (2-methylthiophene), CC1=CSC=C1 (3-methylthiophene), C(C)(=O)OC(C)=O (acetic anhydride), P(O)(O)(O)=O (phosphoric acid). Product: C(C)(=O)C=1SC=CC1C (2-Acetyl-3-methylthiophene), C(C)(=O)C=1SC=C(C1)C (2-acetyl-4-methylthiophene), C(C)(=O)C=1SC(=CC1)C (2-acetyl-5-methylthiophene). RXN SMILES: [CH3:1][C:2]1[CH:6]=[CH:5][S:4][CH:3]=1.[C:7](O[C:11](=[O:13])[CH3:12])(=[O:9])[CH3:8].P(=O)(O)(O)O.[CH3:19][C:20]1[S:21]C=[CH:23][CH:24]=1>>[C:7]([C:3]1[S:4][CH:5]=[CH:6][C:2]=1[CH3:1])(=[O:9])[CH3:8].[C:7]([C:5]1[S:4][CH:3]=[C:2]([CH3:1])[CH:6]=1)(=[O:9])[CH3:8].[C:11]([C:12]1[S:21][C:20]([CH3:19])=[CH:24][CH:23]=1)(=[O:13])[CH3:1]. Procedure: 2-Acetyl-3-methylthiophene and 2-acetyl-4-methylthiophene are prepared by acetylation of commercially-available 3-methylthiophene with acetic anhydride in the presence of phosphoric acid by the procedure of Hartough and Kosak, J. Am. Chem. Soc., 69, 3093 (1974). Using the same procedure with commercial 2-methylthiophene provides 2-acetyl-5-methylthiophene. The reactants are C(#C)C1=CN=C2N1C=CC=C2NC2=CC=C(C=C2)S(=O)(=O)C (3-ethynyl-N-(4-(methylsulfonyl) phenyl)imidazo[1,2-a]pyridin-8-amine), IC=1C=C(C(=O)NC2=NC=CC(=C2)C(F)(F)F)C=CC1C (3-iodo-4-methyl-N-(4-(trifluoromethyl)pyridin-2-yl)benzamide), C(C)(C)N(CC)C(C)C (diisopropylethylamine). Reagents/catalysts: C=1C=CC(=CC1)[P](C=2C=CC=CC2)(C=3C=CC=CC3)[Pd]([P](C=4C=CC=CC4)(C=5C=CC=CC5)C=6C=CC=CC6)([P](C=7C=CC=CC7)(C=8C=CC=CC8)C=9C=CC=CC9)[P](C=1C=CC=CC1)(C=1C=CC=CC1)C=1C=CC=CC1 (Pd(PPh3)4), [Cu]I (CuI). Solvent: CN(C)C=O (DMF). Run at time 8 hour. Product: CC1=C(C=C(C(=O)NC2=NC=CC(=C2)C(F)(F)F)C=C1)C#CC1=CN=C2N1C=CC=C2NC2=CC=C(C=C2)S(=O)(=O)C (4-Methyl-3-((8-(4-(methylsulfonyl)phenylamino)imidazo[1,2-a]pyridin-3-yl)ethynyl)-N-(4-(trifluoromethyl)pyridin-2-yl)benzamide). The yield is 51.8%. Reaction SMILES: [C:1]([C:3]1[N:7]2[CH:8]=[CH:9][CH:10]=[C:11]([NH:12][C:13]3[CH:18]=[CH:17][C:16]([S:19]([CH3:22])(=[O:21])=[O:20])=[CH:15][CH:14]=3)[C:6]2=[N:5][CH:4]=1)#[CH:2].I[C:24]1[CH:25]=[C:26]([CH:40]=[CH:41][C:42]=1[CH3:43])[C:27]([NH:29][C:30]1[CH:35]=[C:34]([C:36]([F:39])([F:38])[F:37])[CH:33]=[CH:32][N:31]=1)=[O:28].C(N(C(C)C)CC)(C)C>CN(C=O)C.C1C=CC([P]([Pd]([P](C2C=CC=CC=2)(C2C=CC=CC=2)C2C=CC=CC=2)([P](C2C=CC=CC=2)(C2C=CC=CC=2)C2C=CC=CC=2)[P](C2C=CC=CC=2)(C2C=CC=CC=2)C2C=CC=CC=2)(C2C=CC=CC=2)C2C=CC=CC=2)=CC=1.[Cu]I>[CH3:43][C:42]1[CH:24]=[CH:25][C:26]([C:27]([NH:29][C:30]2[CH:35]=[C:34]([C:36]([F:37])([F:38])[F:39])[CH:33]=[CH:32][N:31]=2)=[O:28])=[CH:40][C:41]=1[C:2]#[C:1][C:3]1[N:7]2[CH:8]=[CH:9][CH:10]=[C:11]([NH:12][C:13]3[CH:18]=[CH:17][C:16]([S:19]([CH3:22])(=[O:21])=[O:20])=[CH:15][CH:14]=3)[C:6]2=[N:5][CH:4]=1 |^1:61,63,82,101|. Procedure: A mixture of 3-ethynyl-N-(4-(methylsulfonyl) phenyl)imidazo[1,2-a]pyridin-8-amine 5 (0.048 g, 0.154 mmol), 0.069 g (0.170 mmol) of 3-iodo-4-methyl-N-(4-(trifluoromethyl)pyridin-2-yl)benzamide, 0.009 g (0.008 mmol) of Pd(PPh3)4, 0.002 g (0.012 mmol) of CuI, and 0.04 mL (0.23 mmol) of diisopropylethylamine in 0.8 mL of DMF was stirred at ambient temperature overnight under an atmosphere of N2. The reaction mixture was concentrated and the crude product was purified by silica gel flash chromatograp... Starting materials: C(C=C)C1(COC2=C1C=CC(=C2)C(=O)OC)C2=CC=1C(CCC(C1C=C2)(C)C)(C)C (methyl 3-allyl-3-(5,6,7,8-tetrahydro-5,5,8,8-tetramethyl-2-naphthyl)-2H-1-benzofuran-6-carboxylate), [OH-].[Na+] (sodium hydroxide), [OH-].[Li+] (lithium hydroxide). Conditions: time 3 day. The product is C(C=C)C1(COC2=C1C=CC(=C2)C(=O)O)C2=CC=1C(CCC(C1C=C2)(C)C)(C)C (3-allyl-3-(5,6,7,8-tetrahydro-5,5,8,8-tetramethyl-2-naphthyl)-2H-1-benzofuran-6-carboxylic acid). Reaction SMILES: [CH2:1]([C:4]1([C:17]2[CH:26]=[CH:25][C:24]3[C:23]([CH3:28])([CH3:27])[CH2:22][CH2:21][C:20]([CH3:30])([CH3:29])[C:19]=3[CH:18]=2)[C:8]2[CH:9]=[CH:10][C:11]([C:13]([O:15]C)=[O:14])=[CH:12][C:7]=2[O:6][CH2:5]1)[CH:2]=[CH2:3].[OH-].[Na+].[OH-].[Li+]>>[CH2:1]([C:4]1([C:17]2[CH:26]=[CH:25][C:24]3[C:23]([CH3:28])([CH3:27])[CH2:22][CH2:21][C:20]([CH3:30])([CH3:29])[C:19]=3[CH:18]=2)[C:8]2[CH:9]=[CH:10][C:11]([C:13]([OH:15])=[O:14])=[CH:12][C:7]=2[O:6][CH2:5]1)[CH:2]=[CH2:3] |f:1.2,3.4|. Reported procedure: A mixture of methyl 3-allyl-3-(5,6,7,8-tetrahydro-5,5,8,8-tetramethyl-2-naphthyl)-2H-1-benzofuran-6-carboxylate (240 mg, 0.61 mmol), sodium hydroxide (0.12 g, 3 mmol) and lithium hydroxide (0.06 g, 3 mmol) is stirred at room temperature for 3 days. The mixture is concentrated on a rotary evaporator under vacuum at 40° C. 10 ml of water and 10 ml of ethyl acetate are added. The mixture is acidified with concentrated hydrochloric acid solution to pH 1. After separation of the phases by settling, t... Reactants: Brc1ccccc1, O=C([O-])[O-], Cc1ccccc1, CCO, [Cs+], [Cs+], OB(O)c1ccco1. The product is c1ccc(-c2ccco2)cc1. RXN SMILES: [Br:9][c:10]1[cH:11][cH:12][cH:13][cH:14][cH:15]1.[C:16](=[O:17])([O-:18])[O-:19].[CH3:22][c:23]1[cH:24][cH:25][cH:26][cH:27][cH:28]1.[CH3:29][CH2:30][OH:31].[Cs+:20].[Cs+:21].[o:1]1[c:2]([B:6]([OH:7])[OH:8])[cH:3][cH:4][cH:5]1>>[o:1]1[c:2](-[c:10]2[cH:11][cH:12][cH:13][cH:14][cH:15]2)[cH:3][cH:4][cH:5]1.